From a dataset of the Open Reaction Database (ORD), a public repository of structured organic reaction records. describe an organic reaction: reactants, conditions, products, and yield The reactants are FC1=C(C=CC(=C1)F)C1=CC=C(C=C1)[C@H](C)N1C(O[C@@](CC1)(CC(C)=O)C1=CC=C(C=C1)F)=O ((S)-3-((S)-1-(2′,4′-difluorobiphenyl-4-yl)ethyl)-6-(4-fluorophenyl)-6-(2-oxopropyl)-1,3-oxazinan-2-one), C[Mg+].[Br-] (MeMgBr). Solvent: C1CCOC1 (THF). Conditions: time 1 hour. Product: FC1=C(C=CC(=C1)F)C1=CC=C(C=C1)[C@H](C)N1C(O[C@@](CC1)(CC(C)(C)O)C1=CC=C(C=C1)F)=O ((S)-3-((S)-1-(2′,4′-difluorobiphenyl-4-yl)ethyl)-6-(4-fluorophenyl)-6-(2-hydroxy-2-methylpropyl)-1,3-oxazinan-2-one). Reaction SMILES: [F:1][C:2]1[CH:7]=[C:6]([F:8])[CH:5]=[CH:4][C:3]=1[C:9]1[CH:14]=[CH:13][C:12]([C@@H:15]([N:17]2[CH2:22][CH2:21][C@@:20]([C:27]3[CH:32]=[CH:31][C:30]([F:33])=[CH:29][CH:28]=3)([CH2:23][C:24](=[O:26])[CH3:25])[O:19][C:18]2=[O:34])[CH3:16])=[CH:11][CH:10]=1.[CH3:35][Mg+].[Br-]>C1COCC1>[F:1][C:2]1[CH:7]=[C:6]([F:8])[CH:5]=[CH:4][C:3]=1[C:9]1[CH:14]=[CH:13][C:12]([C@@H:15]([N:17]2[CH2:22][CH2:21][C@@:20]([C:27]3[CH:28]=[CH:29][C:30]([F:33])=[CH:31][CH:32]=3)([CH2:23][C:24]([OH:26])([CH3:35])[CH3:25])[O:19][C:18]2=[O:34])[CH3:16])=[CH:11][CH:10]=1 |f:1.2|. Procedure details: To a stirred solution of (S)-3-((S)-1-(2′,4′-difluorobiphenyl-4-yl)ethyl)-6-(4-fluorophenyl)-6-(2-oxopropyl)-1,3-oxazinan-2-one (0.0303 g, 0.0648 mmol) in THF (5 mL) was added MeMgBr (1.4 M in toluene/THF, 1 mL, 1.4 mmol) at 0° C. The mixture was warmed to it and stirred for 1 h before quenching with satd aq NH4Cl (1 mL). The mixture was diluted with CH2Cl2 and dried over Na2SO4. After the solvent was evaporated under reduced pressure, the residue was purified by preparative HPLC (SunFire™ Prep ... Starting materials: CCN1CCNCC1, CCN(C(C)C)C(C)C, O=[N+]([O-])c1ccnc(Cl)c1, CN(C)C=O, O. Yields the product CCN1CCN(c2cc([N+](=O)[O-])ccn2)CC1. RXN SMILES: [CH2:11]([CH3:12])[N:13]1[CH2:14][CH2:15][NH:16][CH2:17][CH2:18]1.[CH:19]([N:20]([CH2:21][CH3:22])[CH:23]([CH3:24])[CH3:25])([CH3:26])[CH3:27].[Cl:1][c:2]1[n:3][cH:4][cH:5][c:6]([N+:8](=[O:9])[O-:10])[cH:7]1.[O:28]=[CH:29][N:30]([CH3:31])[CH3:32].[OH2:33]>>[c:2]1([N:16]2[CH2:15][CH2:14][N:13]([CH2:11][CH3:12])[CH2:18][CH2:17]2)[n:3][cH:4][cH:5][c:6]([N+:8](=[O:9])[O-:10])[cH:7]1. Starting materials: [BH4-].[Na+] (sodium borohydride), ClC1=CC2=C(C=3C(CN=C2C2=C(C=CC=C2)Cl)=C(NC3)C=O)C=C1 (8-chloro-6-(2-chlorophenyl)-2H,4H-pyrrolo[3,4-d][2]benzazepine-3-carboxaldehyde), CO (methanol), O (water). Run at time 30 minute. Product: ClC1=CC2=C(C=3C(CN=C2C2=C(C=CC=C2)Cl)=C(NC3C)CO)C=C1 (8-Chloro-6-(2-chlorophenyl)-3-(hydroxymethyl)-1-methyl-2H,4H-pyrrolo[3,4-d][2]benzazepine). Reaction SMILES: [BH4-].[Na+].[Cl:3][C:4]1[CH:26]=[CH:25][C:7]2[C:8]3[C:9](=[C:20]([CH:23]=[O:24])[NH:21][CH:22]=3)[CH2:10][N:11]=[C:12]([C:13]3[CH:18]=[CH:17][CH:16]=[CH:15][C:14]=3[Cl:19])[C:6]=2[CH:5]=1.O.[CH3:28]O>>[Cl:3][C:4]1[CH:26]=[CH:25][C:7]2[C:8]3[C:9](=[C:20]([CH2:23][OH:24])[NH:21][C:22]=3[CH3:28])[CH2:10][N:11]=[C:12]([C:13]3[CH:18]=[CH:17][CH:16]=[CH:15][C:14]=3[Cl:19])[C:6]=2[CH:5]=1 |f:0.1|. Procedure details: In one portion 0.2 g (5.2 mmol) of sodium borohydride was added to 0.9 g of 8-chloro-6-(2-chlorophenyl)-2H,4H-pyrrolo[3,4-d][2]benzazepine-3-carboxaldehyde in 20 ml of methanol which was cooled to 0°. After stirring at 0° for 30 min, water was added and the resulting precipitate was collected by filtration to give a tan amorphous solid (mp 170°-180° dec.). All attempts to purify this product led to the introduction of impurities by decomposition. Reactants: Br, CC(Br)C(=O)c1ccccc1C(F)(F)F, ClC(Cl)(Cl)Cl, C1CCOC1, COC(=O)CC#N, CCC(=O)c1ccccc1C(F)(F)F, [H-], [Na+]. Yields the product COC(=O)C(C#N)C(C)C(=O)c1ccccc1C(F)(F)F. Reaction SMILES: [Br:15].[Br:25][CH:26]([CH3:27])[C:28]([c:29]1[cH:30][cH:31][cH:32][cH:33][c:34]1[C:35]([F:36])([F:37])[F:38])=[O:39].[C:40]([Cl:41])([Cl:42])([Cl:43])[Cl:44].[CH2:45]1[O:46][CH2:47][CH2:48][CH2:49]1.[CH3:18][O:19][C:20](=[O:21])[CH2:22][C:23]#[N:24].[F:1][C:2]([c:3]1[c:4]([C:9]([CH2:10][CH3:11])=[O:12])[cH:5][cH:6][cH:7][cH:8]1)([F:13])[F:14].[H-:17].[Na+:16]>>[F:1][C:2]([c:3]1[c:4]([C:9]([CH:10]([CH3:11])[CH:22]([C:20]([O:19][CH3:18])=[O:21])[C:23]#[N:24])=[O:12])[cH:5][cH:6][cH:7][cH:8]1)([F:13])[F:14]. The reactants are CCc1c(OC(=O)C(C)(C)C)c(=O)ccn1CCOC(=O)C(C)(C)C, O. The product is CCc1c(O)c(=O)ccn1CCOC(=O)C(C)(C)C. As a reaction SMILES: [CH2:1]([CH3:2])[c:3]1[n:4]([CH2:17][CH2:18][O:19][C:20]([C:21]([CH3:22])([CH3:23])[CH3:24])=[O:25])[cH:5][cH:6][c:7](=[O:16])[c:8]1[O:9][C:10](=[O:11])[C:12]([CH3:13])([CH3:14])[CH3:15].[OH2:26]>>[CH2:1]([CH3:2])[c:3]1[n:4]([CH2:17][CH2:18][O:19][C:20]([C:21]([CH3:22])([CH3:23])[CH3:24])=[O:25])[cH:5][cH:6][c:7](=[O:16])[c:8]1[OH:9]. Reaction SMILES: [C:22]([c:23]1[cH:24][cH:25][cH:26][cH:27][cH:28]1)(=[O:29])[Cl:30].[CH3:37][N:38]([CH3:39])[c:40]1[cH:41][cH:42][n:43][cH:44][cH:45]1.[Cl:1][c:2]1[cH:3][cH:4][c:5]([OH:21])[c:6]([C:7](=[O:8])[NH:9][c:10]2[c:11]([Cl:19])[cH:12][c:13]([N+:16](=[O:17])[O-:18])[cH:14][cH:15]2)[cH:20]1.[cH:31]1[cH:32][cH:33][n:34][cH:35][cH:36]1>>[Cl:1][c:2]1[cH:3][cH:4][c:5]([O:21][C:22]([c:23]2[cH:24][cH:25][cH:26][cH:27][cH:28]2)=[O:29])[c:6]([C:7](=[O:8])[NH:9][c:10]2[c:11]([Cl:19])[cH:12][c:13]([N+:16](=[O:17])[O-:18])[cH:14][cH:15]2)[cH:20]1. Reactants: O=C(Cl)c1ccccc1, CN(C)c1ccncc1, O=C(Nc1ccc([N+](=O)[O-])cc1Cl)c1cc(Cl)ccc1O, c1ccncc1. The product is O=C(Oc1ccc(Cl)cc1C(=O)Nc1ccc([N+](=O)[O-])cc1Cl)c1ccccc1. Reactants: ClC=1C=CC(=C(C(=O)OC)C1)F (methyl 5-chloro-2-fluorobenzoate), FC=1C=C(C=NC1)O (5-fluoropyridin-3-ol). Yields the product ClC=1C=CC(=C(C(=O)OC)C1)OC=1C=NC=C(C1)F (Methyl 5-chloro-2-[(5-fluoropyridin-3-yl)oxy]benzoate). RXN SMILES: [Cl:1][C:2]1[CH:3]=[CH:4][C:5](F)=[C:6]([CH:11]=1)[C:7]([O:9][CH3:10])=[O:8].[F:13][C:14]1[CH:15]=[C:16]([OH:20])[CH:17]=[N:18][CH:19]=1>>[Cl:1][C:2]1[CH:3]=[CH:4][C:5]([O:20][C:16]2[CH:17]=[N:18][CH:19]=[C:14]([F:13])[CH:15]=2)=[C:6]([CH:11]=1)[C:7]([O:9][CH3:10])=[O:8]. Procedure: The title compound was prepared according to the procedure described in step 1 of Example 67 from methyl 5-chloro-2-fluorobenzoate and 5-fluoropyridin-3-ol: MS (ESI) m/z 282 (M+H)+. Run at time 3 day. RXN SMILES: [CH3:1][O:2][CH:3]([CH2:16][O:17][CH2:18][CH2:19][CH2:20][CH2:21][CH2:22][CH2:23][CH2:24][CH2:25][CH2:26][CH2:27][CH2:28][CH2:29][CH2:30][CH2:31][CH2:32][CH2:33][CH2:34][CH3:35])[CH2:4][S:5]([CH2:8][CH2:9][CH2:10][O:11][S:12]([CH3:15])(=[O:14])=[O:13])(=[O:7])=[O:6].[CH3:36][N:37]([CH3:39])[CH3:38]>C1(C)C=CC=CC=1>[S:12]([O-:14])(=[O:13])(=[O:11])[CH3:15].[CH3:1][O:2][CH:3]([CH2:16][O:17][CH2:18][CH2:19][CH2:20][CH2:21][CH2:22][CH2:23][CH2:24][CH2:25][CH2:26][CH2:27][CH2:28][CH2:29][CH2:30][CH2:31][CH2:32][CH2:33][CH2:34][CH3:35])[CH2:4][S:5]([CH2:8][CH2:9][CH2:10][N+:37]([CH3:39])([CH3:38])[CH3:36])(=[O:7])=[O:6] |f:3.4|. Run in C1(=CC=CC=C1)C (toluene). Procedure: In 10 ml of toluene containing 2.0 g of trimethylamine are dissolved 1.45 g of 3-mesyloxypropyl 2-methoxy-3-octadecyloxypropyl sulfone and the solution is stirred at room temperature for 3 days. The reaction solution is then concentrated to dryness and the residue is purified by silica gel column chromatography to give 1.04 g of the captioned compound. The product is S(C)(=O)(=O)[O-].COC(CS(=O)(=O)CCC[N+](C)(C)C)COCCCCCCCCCCCCCCCCCC (3-[(2-methoxy-3-octadecyloxypropyl)sulfonyl]propyltrimethylammonium mesylate). Reactants: COC(CS(=O)(=O)CCCOS(=O)(=O)C)COCCCCCCCCCCCCCCCCCC (3-mesyloxypropyl 2-methoxy-3-octadecyloxypropyl sulfone), CN(C)C (trimethylamine).